This data is from the Open Reaction Database (ORD), a public repository of structured organic reaction records. The task is: describe an organic reaction: reactants, conditions, products, and yield The reactants are FC(C1=CC=C(C=C1)S)(F)F (4-tri-fluoromethylbenzenethiol), C(C)(=O)O[C@H]1[C@H](SC[C@H]([C@@H]1OC(C)=O)OC(C)=O)Br (2,3,4-tri-O-acetyl-5-thio-α-D-xylopyranosyl bromide), mercuric cyanide, [Hg](C#N)C#N (Hg(CN)2). The product is C(C)(=O)O[C@H]1[C@H](SC2=CC=C(C=C2)C(F)(F)F)SC[C@H]([C@@H]1OC(C)=O)OC(C)=O (4-trifluoromethylphenyl 2,3,4-tri-O-acetyl-1,5-dithio-β-D-xylopyranoside). The yield is 40.0%. Reaction SMILES: [F:1][C:2]([F:11])([F:10])[C:3]1[CH:8]=[CH:7][C:6]([SH:9])=[CH:5][CH:4]=1.[Hg](C#N)C#N.[C:17]([O:20][C@@H:21]1[C@@H:26]([O:27][C:28](=[O:30])[CH3:29])[C@H:25]([O:31][C:32](=[O:34])[CH3:33])[CH2:24][S:23][C@@H:22]1Br)(=[O:19])[CH3:18]>>[C:17]([O:20][C@@H:21]1[C@@H:26]([O:27][C:28](=[O:30])[CH3:29])[C@H:25]([O:31][C:32](=[O:34])[CH3:33])[CH2:24][S:23][C@H:22]1[S:9][C:6]1[CH:5]=[CH:4][C:3]([C:2]([F:1])([F:10])[F:11])=[CH:8][CH:7]=1)(=[O:19])[CH3:18]. Procedure: If the procedure described in Preparation I is followed starting from 5.58 g (32.10-3 mol) of 4-tri-fluoromethylbenzenethiol, 8.87 g (35.10-3 mol) of mercuric cyanide, Hg(CN)2, and 12.3 g (35.10-3 mol) of 2,3,4-tri-O-acetyl-5-thio-α-D-xylopyranosyl bromide, 6.2 g (yield: 40%) of the expected product are obtained. Starting materials: OC=1C=C(C(=O)NC2=NN(C=C2)C)C=C(C1)OCC1=CC=CC=C1 (3-hydroxy-N-(1-methyl-1H-pyrazol-3-yl)-5-[(phenylmethyl)oxy]benzamide), CC1=CC=C(C=C1)S(=O)(=O)O[C@H]1COCC1 ((3R)-tetrahydrofuran-3-yl 4-methylbenzenesulfonate), C([O-])([O-])=O.[K+].[K+] (potassium carbonate). Run in C(C)#N (acetonitrile). Run at temperature 160 celsius, time 3 hour. Product: CN1N=C(C=C1)NC(C1=CC(=CC(=C1)O[C@@H]1COCC1)OCC1=CC=CC=C1)=O (N-(1-Methyl-1H-pyrazol-3-yl)-3-[(phenylmethyl)oxy]-5-[(3S)-tetrahydrofuran-3-yloxy]benzamide). The yield is 82.7%. RXN SMILES: [OH:1][C:2]1[CH:3]=[C:4]([CH:14]=[C:15]([O:17][CH2:18][C:19]2[CH:24]=[CH:23][CH:22]=[CH:21][CH:20]=2)[CH:16]=1)[C:5]([NH:7][C:8]1[CH:12]=[CH:11][N:10]([CH3:13])[N:9]=1)=[O:6].CC1C=CC(S(O[C@@H:36]2[CH2:40][CH2:39][O:38][CH2:37]2)(=O)=O)=CC=1.C(=O)([O-])[O-].[K+].[K+]>C(#N)C>[CH3:13][N:10]1[CH:11]=[CH:12][C:8]([NH:7][C:5](=[O:6])[C:4]2[CH:3]=[C:2]([O:1][C@H:36]3[CH2:40][CH2:39][O:38][CH2:37]3)[CH:16]=[C:15]([O:17][CH2:18][C:19]3[CH:24]=[CH:23][CH:22]=[CH:21][CH:20]=3)[CH:14]=2)=[N:9]1 |f:2.3.4|. Reported procedure: A suspension of 3-hydroxy-N-(1-methyl-1H-pyrazol-3-yl)-5-[(phenylmethyl)oxy]benzamide (450 mg, 1.39 mmol), (3R)-tetrahydrofuran-3-yl 4-methylbenzenesulfonate (507 mg, 2.09 mmol) and potassium carbonate (481 mg, 3.48 mmol) in acetonitrile (5 mL) was stirred in a Smith Creator microwave at 160° C. for 3 hours. The solvent was removed in vacuo and ethyl acetate added. The organics were washed with water (40 mL), brine (40 mL), dried (MgSO4), filtered and the solvent removed in vacuo to give a yello... The reactants are CCN(C(C)C)C(C)C (DIPEA), CS(=O)(=O)Cl (methanesulphonyl chloride), CCN(C(C)C)C(C)C (DIPEA), CS(=O)(=O)Cl (methanesulphonyl chloride), CCN(C(C)C)C(C)C (DIPEA), CS(=O)(=O)Cl (methanesulphonyl chloride), OC(C(=O)OCC)C=1SC=CC1 (Ethyl 2-hydroxy-2-(thiophen-2-yl)acetate). Solvent: C(Cl)Cl (DCM), C(Cl)Cl (DCM). Run at temperature 0 celsius, time 1 hour. The product is CS(=O)(=O)OC(C(=O)OCC)C=1SC=CC1 (ethyl 2-(methylsulfonyloxy)-2-(thiophen-2-yl)acetate). As a reaction SMILES: [OH:1][CH:2]([C:8]1[S:9][CH:10]=[CH:11][CH:12]=1)[C:3]([O:5][CH2:6][CH3:7])=[O:4].CCN(C(C)C)C(C)C.[CH3:22][S:23](Cl)(=[O:25])=[O:24]>C(Cl)Cl>[CH3:22][S:23]([O:1][CH:2]([C:8]1[S:9][CH:10]=[CH:11][CH:12]=1)[C:3]([O:5][CH2:6][CH3:7])=[O:4])(=[O:25])=[O:24]. Reported procedure: Ethyl 2-hydroxy-2-(thiophen-2-yl)acetate (I26) (4.58 g, 24.6 mmol) was dissolved in dry DCM (125 ml) and cooled at 0° C. DIPEA (5.15 ml, 29.5 mmol) and methanesulphonyl chloride (2.11 ml, 27.1 mmol) were added, and the resulting solution was stirred at room temperature for 1 hour. DIPEA (0.86 ml, 4.92 mmol) and methanesulphonyl chloride (0.19 ml, 2.46 mmol) were added again. After 1 additional hour, a third portion of DIPEA (0.43 ml, 2.46 mmol) and methanesulphonyl chloride (77 ul, 0.98 mmol) wa... As a reaction SMILES: [B:46]([Br:47])([Br:48])[Br:49].[CH3:1][O:2][c:3]1[cH:4][c:5]2[cH:6][cH:7][c:8](-[c:29]3[cH:30][cH:31][c:32]([S:35](=[O:36])(=[O:37])[NH:38][CH3:39])[cH:33][cH:34]3)[c:9]([O:13][c:14]3[cH:15][cH:16][c:17]([O:20][CH2:21][CH2:22][N:23]4[CH2:24][CH2:25][CH2:26][CH2:27][CH2:28]4)[cH:18][cH:19]3)[c:10]2[cH:11][cH:12]1.[CH3:41][CH2:42][O:43][CH2:44][CH3:45].[Cl:50][CH2:51][Cl:52].[ClH:40]>>[ClH:40].[OH:2][c:3]1[cH:4][c:5]2[cH:6][cH:7][c:8](-[c:29]3[cH:30][cH:31][c:32]([S:35](=[O:36])(=[O:37])[NH:38][CH3:39])[cH:33][cH:34]3)[c:9]([O:13][c:14]3[cH:15][cH:16][c:17]([O:20][CH2:21][CH2:22][N:23]4[CH2:24][CH2:25][CH2:26][CH2:27][CH2:28]4)[cH:18][cH:19]3)[c:10]2[cH:11][cH:12]1. Starting materials: BrB(Br)Br, CNS(=O)(=O)c1ccc(-c2ccc3cc(OC)ccc3c2Oc2ccc(OCCN3CCCCC3)cc2)cc1, CCOCC, ClCCl, Cl. The product is Cl, CNS(=O)(=O)c1ccc(-c2ccc3cc(O)ccc3c2Oc2ccc(OCCN3CCCCC3)cc2)cc1. Starting materials: CC(C)(C)[Si](C)(C)OCc1cc([N+](=O)[O-])cc(C(F)(F)F)c1, CCOC(C)=O, [H][H]. Yields the product CC(C)(C)[Si](C)(C)OCc1cc(N)cc(C(F)(F)F)c1. Reaction SMILES: [C:1]([CH3:2])([CH3:3])([CH3:4])[Si:5]([O:6][CH2:7][c:8]1[cH:9][c:10]([N+:18]([O-:19])=[O:20])[cH:11][c:12]([C:14]([F:15])([F:16])[F:17])[cH:13]1)([CH3:21])[CH3:22].[CH3:25][CH2:26][O:27][C:28]([CH3:29])=[O:30].[H:23][H:24]>>[C:1]([CH3:2])([CH3:3])([CH3:4])[Si:5]([O:6][CH2:7][c:8]1[cH:9][c:10]([NH2:18])[cH:11][c:12]([C:14]([F:15])([F:16])[F:17])[cH:13]1)([CH3:21])[CH3:22]. The reactants are O=C([O-])[O-], CN(C)C=O, CCOC(=O)c1sc2ccc(O)c(C=O)c2c1Cl, [K+], [K+], Cc1ccc(S(=O)(=O)OCC2CO2)cc1, O. Yields the product CCOC(=O)c1sc2ccc(OCC3CO3)c(C=O)c2c1Cl. RXN SMILES: [C:1](=[O:2])([O-:3])[O-:4].[CH3:41][N:42]([CH3:43])[CH:44]=[O:45].[Cl:7][c:8]1[c:9]2[c:10]([s:11][c:12]1[C:13](=[O:14])[O:15][CH2:16][CH3:17])[cH:18][cH:19][c:20]([OH:24])[c:21]2[CH:22]=[O:23].[K+:5].[K+:6].[O:25]([S:26]([c:27]1[cH:28][cH:29][c:30]([CH3:31])[cH:32][cH:33]1)(=[O:34])=[O:35])[CH2:36][CH:37]1[CH2:38][O:39]1.[OH2:40]>>[Cl:7][c:8]1[c:9]2[c:10]([s:11][c:12]1[C:13](=[O:14])[O:15][CH2:16][CH3:17])[cH:18][cH:19][c:20]([O:24][CH2:36][CH:37]1[CH2:38][O:39]1)[c:21]2[CH:22]=[O:23]. Starting materials: ClC=1C=C(C=CC1)N1N=C(N=N1)C1=NC=CC=C1 (2-[2-(3-chlorophenyl)-2H-tetrazol-5-yl]pyridine), FC=1C=C(N)C=C(C1)F (3,5-difluoroaniline), N1=C(C=CC=C1)C=O (pyridine-2-carboxaldehyde). Product: FC=1C=C(C=C(C1)F)N1N=C(N=N1)C1=NC=CC=C1 (2-[2-(3,5-difluorophenyl)-2H-tetrazol-5-yl]pyridine). As a reaction SMILES: ClC1C=C([N:8]2N=[N:11][C:10]([C:13]3[CH:18]=[CH:17][CH:16]=[CH:15][N:14]=3)=[N:9]2)C=CC=1.[F:19][C:20]1[CH:21]=[C:22]([CH:24]=[C:25]([F:27])[CH:26]=1)[NH2:23].N1C=CC=CC=1C=O>>[F:19][C:20]1[CH:21]=[C:22]([N:23]2[N:8]=[N:9][C:10]([C:13]3[CH:18]=[CH:17][CH:16]=[CH:15][N:14]=3)=[N:11]2)[CH:24]=[C:25]([F:27])[CH:26]=1. Procedure details: Following the procedure described in EXAMPLE 1 for the synthesis of 2-[2-(3-chlorophenyl)-2H-tetrazol-5-yl]pyridine, 3,5-difluoroaniline (131 mg, 1.0 mmol) and pyridine-2-carboxaldehyde (109 mg, 1.0 mmol) were employed to obtain 2-[2-(3,5-difluorophenyl)-2H-tetrazol-5-yl]pyridine as an orange solid.